From a dataset of the Open Reaction Database (ORD), a public repository of structured organic reaction records. describe an organic reaction: reactants, conditions, products, and yield The reactants are CCOCC, ClCCl, CCCCCC, CCN(C(C)C)C(C)C, O=C(Cl)OCc1ccccc1, CC(C)(C)OC(=O)CN1C(=O)C(N)C1CCc1ccco1. Yields the product CC(C)(C)OC(=O)CN1C(=O)C(NC(=O)OCc2ccccc2)C1CCc1ccco1. RXN SMILES: [CH2:48]([O:49][CH2:50][CH3:51])[CH3:52].[CH2:53]([Cl:54])[Cl:55].[CH3:42][CH2:43][CH2:44][CH2:45][CH2:46][CH3:47].[CH:33]([N:34]([CH:35]([CH3:36])[CH3:37])[CH2:38][CH3:39])([CH3:40])[CH3:41].[Cl:1][C:2](=[O:3])[O:4][CH2:5][c:6]1[cH:7][cH:8][cH:9][cH:10][cH:11]1.[NH2:12][CH:13]1[C:14](=[O:32])[N:15]([CH2:24][C:25](=[O:26])[O:27][C:28]([CH3:29])([CH3:30])[CH3:31])[CH:16]1[CH2:17][CH2:18][c:19]1[o:20][cH:21][cH:22][cH:23]1>>[C:2](=[O:3])([O:4][CH2:5][c:6]1[cH:7][cH:8][cH:9][cH:10][cH:11]1)[NH:12][CH:13]1[C:14](=[O:32])[N:15]([CH2:24][C:25](=[O:26])[O:27][C:28]([CH3:29])([CH3:30])[CH3:31])[CH:16]1[CH2:17][CH2:18][c:19]1[o:20][cH:21][cH:22][cH:23]1. Reactants: C(C)(=O)O (acetic acid), polyphosphoric acid, O.Cl.Cl.Cl.NC1=NC(=C(C=C1N)N)N (2,3,5,6-tetraaminopyridine trihydrochloride monohydrate), O.Cl.Cl.Cl.NC1=NC(=C(C=C1N)N)N (2,3,5,6-tetraaminopyridine trihydrochloride monohydrate), [Na+].[Na+].OC1=C(C(=O)[O-])C=C(C(=C1)C(=O)[O-])O (2,5-dihydroxyterephthalic acid disodium salt), OC1=C(C(=O)O)C=C(C(=C1)C(=O)O)O (2,5-dihydroxyterephthalic acid). Run in O (water), O (water), [OH-].[Na+] (sodium hydroxide). Yields the product NC1=NC(=C(C=C1N)N)N (2,3,5,6-tetraaminopyridine). As a reaction SMILES: O.Cl.Cl.Cl.[NH2:5][C:6]1[C:11]([NH2:12])=[CH:10][C:9]([NH2:13])=[C:8]([NH2:14])[N:7]=1.OC1C=C(C(O)=O)C(O)=CC=1C(O)=O.[Na+].[Na+].OC1C=C(C([O-])=O)C(O)=CC=1C([O-])=O.C(O)(=O)C>O.[OH-].[Na+]>[NH2:5][C:6]1[C:11]([NH2:12])=[CH:10][C:9]([NH2:13])=[C:8]([NH2:14])[N:7]=1 |f:0.1.2.3.4,6.7.8,11.12|. Procedure details: 17.772 Parts by weight of 2,3,5,6-tetraaminopyridine trihydrochloride monohydrate was dissolved in 100 parts by weight of water deaerated with nitrogen. 13.208 Parts by weight of 2,5-dihydroxyterephthalic acid was dissolved in 137 parts by weight of a 1M sodium hydroxide aqueous solution, followed by deaeration with nitrogen. The 2,3,5,6-tetraaminopyridine trihydrochloride monohydrate aqueous solution was dropwise added to the 2,5-dihydroxyterephthalic acid disodium salt aqueous solution over 10... Starting materials: CC#N, O=C(O)c1cc(C(O)c2ccccc2)c2ccccn2c1=O, O=C1OI(=O)(O)c2ccccc21. Product: O=C(O)c1cc(C(=O)c2ccccc2)c2ccccn2c1=O. RXN SMILES: [CH3:35][C:36]#[N:37].[OH:1][CH:2]([c:3]1[cH:4][c:5]([C:14](=[O:15])[OH:16])[c:6](=[O:13])[n:7]2[cH:8][cH:9][cH:10][cH:11][c:12]12)[c:17]1[cH:18][cH:19][cH:20][cH:21][cH:22]1.[OH:23][I:24]1(=[O:25])[c:26]2[cH:27][cH:28][cH:29][cH:30][c:31]2[C:32](=[O:33])[O:34]1>>[O:1]=[C:2]([c:3]1[cH:4][c:5]([C:14](=[O:15])[OH:16])[c:6](=[O:13])[n:7]2[cH:8][cH:9][cH:10][cH:11][c:12]12)[c:17]1[cH:18][cH:19][cH:20][cH:21][cH:22]1. Starting materials: CN(C)P(=O)(N(C)C)N(C)C, O=Cc1ccccc1Cl, Fc1ccccc1S, [Na+], [OH-], O. The product is O=Cc1ccccc1Sc1ccccc1F. As a reaction SMILES: [CH3:20][N:21]([P:22]([N:23]([CH3:24])[CH3:25])([N:26]([CH3:27])[CH3:28])=[O:29])[CH3:30].[Cl:11][c:12]1[c:13]([CH:14]=[O:15])[cH:16][cH:17][cH:18][cH:19]1.[F:1][c:2]1[c:3]([SH:8])[cH:4][cH:5][cH:6][cH:7]1.[Na+:10].[OH-:9].[OH2:31]>>[F:1][c:2]1[c:3]([S:8][c:12]2[c:13]([CH:14]=[O:15])[cH:16][cH:17][cH:18][cH:19]2)[cH:4][cH:5][cH:6][cH:7]1. Starting materials: CCOC(=O)CCc1cnc(C(C)(C)C#N)c(Cl)c1, C1CCOC1, [Na+], [OH-], O. Yields the product CC(C)(C#N)c1ncc(CCC(=O)O)cc1Cl. RXN SMILES: [CH2:1]([CH3:2])[O:3][C:4]([CH2:5][CH2:6][c:7]1[cH:8][n:9][c:10]([C:14]([CH3:15])([CH3:16])[C:17]#[N:18])[c:11]([Cl:13])[cH:12]1)=[O:19].[CH2:22]1[O:23][CH2:24][CH2:25][CH2:26]1.[Na+:21].[OH-:20].[OH2:27]>>[O:3]=[C:4]([CH2:5][CH2:6][c:7]1[cH:8][n:9][c:10]([C:14]([CH3:15])([CH3:16])[C:17]#[N:18])[c:11]([Cl:13])[cH:12]1)[OH:19].